Dataset: the Open Reaction Database (ORD), a public repository of structured organic reaction records. Task: describe an organic reaction: reactants, conditions, products, and yield Reactants: [N+](=O)([O-])C=1C(=NC=C(C1)C(F)(F)F)N (3-Nitro-5-trifluoromethyl-pyridin-2-ylamine), O.O.[Sn](Cl)Cl (tin (II) chloride dihydrate), CN(C)C=O (DMF), C(=O)(O)[O-].[Na+] (NaHCO3). Run in CCOC(=O)C (EtOAc). Run at temperature 60 celsius, time 0.5 hour. Product: FC(C=1C=C(C(=NC1)N)N)(F)F (5-Trifluoromethyl-pyridine-2,3-diamine). RXN SMILES: [N+:1]([C:4]1[C:5]([NH2:14])=[N:6][CH:7]=[C:8]([C:10]([F:13])([F:12])[F:11])[CH:9]=1)([O-])=O.O.O.[Sn](Cl)Cl.CN(C=O)C.C([O-])(O)=O.[Na+]>CCOC(C)=O>[F:13][C:10]([F:11])([F:12])[C:8]1[CH:9]=[C:4]([NH2:1])[C:5]([NH2:14])=[N:6][CH:7]=1 |f:1.2.3,5.6|. Reported procedure: A mixture of 3-nitro-5-trifluoromethyl-pyridin-2-ylamine from step (a) above (1.2 g, 5.59 mmol), tin (II) chloride dihydrate (3.9 g, 17.3 mmol, Aldrich), and DMF (19 mL) was heated to 60° C. for 4 h. The reaction mixture was cooled to room temperature and NaHCO3 (150 mL) was added. The mixture was stirred for 0.5 h, diluted with EtOAc (300 mL), stirred for 0.5 h and filtered. The organic layer was separated and the aqueous layer was extracted with EtOAc (2×300 mL). The combined organic extracts ...